From a dataset of the Open Reaction Database (ORD), a public repository of structured organic reaction records. describe an organic reaction: reactants, conditions, products, and yield Isolated yield 105.4%. Reported procedure: 3-Methoxymethyl-1-{2-[4-(4-pyrimidin-2-yl-phenyl)-3,6-dihydro-2H-pyridin-1-yl]-acetyl}-pyrrolidine-3-carboxylic acid [3-(2-cyclopropyl-pyridin-4-yl)-1-trityl-1H-indazol-5-yl]-amide (570 mg, 0.63 mmol) was dissolved in 4 ml of trifluoroacetic acid (TFA), 10 ml dichloromethane and 2 ml of water and the reaction mixture was stirred for 18 hrs. The reaction mixture was evaporated and chromatographed on silica gel using 3-5% 2N NH3/methanol/dichlormethane to obtain 444 mg of title product. MS (M+1)=6... The product is C1(CC1)C1=NC=CC(=C1)C1=NNC2=CC=C(C=C12)NC(=O)C1(CN(CC1)C(CN1CCC(=CC1)C1=CC=C(C=C1)C1=NC=CC=N1)=O)COC (3-Methoxymethyl-1-{2-[4-(4-pyrimidin-2-yl-phenyl)-3,6-dihydro-2H-pyridin-1-yl]-acetyl}-pyrrolidine-3-carboxylic acid [3-(2-cyclopropyl-pyridin-4-yl)-1H-indazol-5-yl]-amide). RXN SMILES: [CH:1]1([C:4]2[CH:9]=[C:8]([C:10]3[C:18]4[C:13](=[CH:14][CH:15]=[C:16]([NH:19][C:20]([C:22]5([CH2:48][O:49][CH3:50])[CH2:26][CH2:25][N:24]([C:27](=[O:47])[CH2:28][N:29]6[CH2:34][CH:33]=[C:32]([C:35]7[CH:40]=[CH:39][C:38]([C:41]8[N:46]=[CH:45][CH:44]=[CH:43][N:42]=8)=[CH:37][CH:36]=7)[CH2:31][CH2:30]6)[CH2:23]5)=[O:21])[CH:17]=4)[N:12](C(C4C=CC=CC=4)(C4C=CC=CC=4)C4C=CC=CC=4)[N:11]=3)[CH:7]=[CH:6][N:5]=2)[CH2:3][CH2:2]1.ClCCl.O>FC(F)(F)C(O)=O>[CH:1]1([C:4]2[CH:9]=[C:8]([C:10]3[C:18]4[C:13](=[CH:14][CH:15]=[C:16]([NH:19][C:20]([C:22]5([CH2:48][O:49][CH3:50])[CH2:26][CH2:25][N:24]([C:27](=[O:47])[CH2:28][N:29]6[CH2:30][CH:31]=[C:32]([C:35]7[CH:36]=[CH:37][C:38]([C:41]8[N:42]=[CH:43][CH:44]=[CH:45][N:46]=8)=[CH:39][CH:40]=7)[CH2:33][CH2:34]6)[CH2:23]5)=[O:21])[CH:17]=4)[NH:12][N:11]=3)[CH:7]=[CH:6][N:5]=2)[CH2:3][CH2:2]1. The reactants are ClCCl (dichloromethane), O (water), C1(CC1)C1=NC=CC(=C1)C1=NN(C2=CC=C(C=C12)NC(=O)C1(CN(CC1)C(CN1CCC(=CC1)C1=CC=C(C=C1)C1=NC=CC=N1)=O)COC)C(C1=CC=CC=C1)(C1=CC=CC=C1)C1=CC=CC=C1 (3-Methoxymethyl-1-{2-[4-(4-pyrimidin-2-yl-phenyl)-3,6-dihydro-2H-pyridin-1-yl]-acetyl}-pyrrolidine-3-carboxylic acid [3-(2-cyclopropyl-pyridin-4-yl)-1-trityl-1H-indazol-5-yl]-amide). Run in FC(C(=O)O)(F)F (trifluoroacetic acid). Starting materials: COC(=O)c1cccc(C=CCCl)c1, Cl, C1CCOC1. Yields the product COC(=O)c1cccc(C=CCO)c1. Reaction SMILES: [CH3:1][O:2][C:3](=[O:4])[c:5]1[cH:6][c:7]([CH:8]=[CH:9][CH2:10][Cl:11])[cH:12][cH:13][cH:14]1.[ClH:15].[O:16]1[CH2:17][CH2:18][CH2:19][CH2:20]1>>[CH3:1][O:2][C:3](=[O:4])[c:5]1[cH:6][c:7]([CH:8]=[CH:9][CH2:10][OH:16])[cH:12][cH:13][cH:14]1.